This data is from the Open Reaction Database (ORD), a public repository of structured organic reaction records. The task is: describe an organic reaction: reactants, conditions, products, and yield Reactants: COC1=C(C(=O)O)C(=CC=C1)CCCCCCCCCCCCCCC (2-Methoxy-6-pentadecylbenzoic Acid), S(=O)(Cl)Cl (thionyl chloride), CN(C=O)C (N,N-dimethylformamide). The solvent is CCCCCC (hexane). Yields the product COC1=C(C(=O)Cl)C(=CC=C1)CCCCCCCCCCCCCCC (2-Methoxy -6-pentadecylbenzoyl Chloride). RXN SMILES: [CH3:1][O:2][C:3]1[CH:11]=[CH:10][CH:9]=[C:8]([CH2:12][CH2:13][CH2:14][CH2:15][CH2:16][CH2:17][CH2:18][CH2:19][CH2:20][CH2:21][CH2:22][CH2:23][CH2:24][CH2:25][CH3:26])[C:4]=1[C:5](O)=[O:6].S(Cl)([Cl:29])=O.CN(C)C=O>CCCCCC>[CH3:1][O:2][C:3]1[CH:11]=[CH:10][CH:9]=[C:8]([CH2:12][CH2:13][CH2:14][CH2:15][CH2:16][CH2:17][CH2:18][CH2:19][CH2:20][CH2:21][CH2:22][CH2:23][CH2:24][CH2:25][CH3:26])[C:4]=1[C:5]([Cl:29])=[O:6]. Procedure details: To a stirred solution of 2-Methoxy-6-pentadecylbenzoic Acid (6.5 g, 16 mmol) in hexane (60 mL) were added thionyl chloride (2.5 g, 21 mmol) and N,N-dimethylformamide (0.5 mL). The reaction mixture was heated to reflux for 1 h After the reaction was complete, the solvent was evaporated under reduced pressure to yield the desired 2-Methoxy -6-pentadecylbenzoyl Chloride, which was redissolved in dichloromethane (50 mL) and used for the condensation with anilides. Starting materials: C[C@]12CC[C@@H]3C=4C=CC(=CC4CC[C@H]3[C@@H]1CC[C@@H]2O)O (Estradiol), C(C)O (ethanol). The solvent is P(=O)([O-])([O-])[O-] (phosphate). Run at temperature 37 celsius, time 9 day. Product: C[C@]12CC[C@@H]3C=4C=CC(=CC4CC[C@H]3[C@@H]1CC[C@]2(C#C)O)O (Ethinyl Estradiol). RXN SMILES: [CH3:1][C@@:2]12[C@@H:18]([OH:19])[CH2:17][CH2:16][C@H:15]1[C@H:14]1[C@@H:5]([C:6]3[CH:7]=[CH:8][C:9]([OH:20])=[CH:10][C:11]=3[CH2:12][CH2:13]1)[CH2:4][CH2:3]2.[CH2:21](O)[CH3:22]>P([O-])([O-])([O-])=O>[CH3:1][C@@:2]12[C@:18]([OH:19])([C:21]#[CH:22])[CH2:17][CH2:16][C@H:15]1[C@H:14]1[C@@H:5]([C:6]3[CH:7]=[CH:8][C:9]([OH:20])=[CH:10][C:11]=3[CH2:12][CH2:13]1)[CH2:4][CH2:3]2. Reported procedure: Estradiol conjugate (33.5 mg, 0.039 mmol), prepared from Conjugate 1 as described in Example 16, was dissolved in 58 mL of a 9:4 ethanol/0.05 M aqueous phosphate buffer (pH 7.4) mixture, and the solution was shaken in a 37° C. incubator for 9 days. Six 8 mL aliquots were collected at 1-, 2-, 3-, 5-, 7-, and 9-day intervals. Estradiol release was quantified by adding 33 μL of a 0.09 M solution of butylated hydroxytoluene (BHT) in deuterochloroform as an internal standard, then comparing integrals... Solvent: CO (methanol), C(C)(=O)O (acetic acid), [Cl-].[Na+] (sodium chloride). Yields the product C1(=CC=C(C=C1)C1=CC=CC=C1)CN[C@@H]1C[C@@H](CC1)C(=O)O ((1R,3S)-3-(biphen-4-ylmethyl-amino)-cyclopentane carboxylic acid). Reaction conditions: time 1 hour. Reaction SMILES: [C:1]1([C:9]2[CH:14]=[CH:13][CH:12]=[CH:11][CH:10]=2)[C:2](C=O)=[CH:3][CH:4]=[CH:5][CH:6]=1.[NH2:15][C@H:16]1[CH2:20][CH2:19][C@@H:18]([C:21]([OH:23])=[O:22])[CH2:17]1.[C:24](O[BH-](OC(=O)C)OC(=O)C)(=O)C.[Na+]>CO.C(O)(=O)C.[Cl-].[Na+]>[C:12]1([CH2:24][NH:15][C@H:16]2[CH2:20][CH2:19][C@@H:18]([C:21]([OH:23])=[O:22])[CH2:17]2)[CH:11]=[CH:10][C:9]([C:1]2[CH:6]=[CH:5][CH:4]=[CH:3][CH:2]=2)=[CH:14][CH:13]=1 |f:2.3,6.7|. Procedure: Biphenyl carboxaldehyde (2.82 g, 15.5 mmol) was added to a stirred solution of (1R,3S)-3-aminocyclopentanecarboxylic acid (2.0 g, 15.5 mmol) in anhydrous methanol (50 mL) and acetic acid (2 mL). After stirring at room temperature for 1 hour, sodium triacetoxyborohydride (6.57 g, 31 mmol) was added portion wise over 10 minutes and the reaction was stirred at room temperature for 4 hours, diluted with saturated aqueous sodium chloride, and extracted with ethyl acetate (3×30 mL). The combined organ... The reactants are C=1(C(=CC=CC1)C=O)C1=CC=CC=C1 (Biphenyl carboxaldehyde), N[C@@H]1C[C@@H](CC1)C(=O)O ((1R,3S)-3-aminocyclopentanecarboxylic acid), C(C)(=O)O[BH-](OC(C)=O)OC(C)=O.[Na+] (sodium triacetoxyborohydride). Reactants: C1(=CC=CC=C1)P(C1=CC=CC=C1)C1=CC=CC=C1 (triphenylphosphine), N1(CCCCC1)CC1=CC=C(C=C1)O (4-Piperidin-1-ylmethyl-phenol), CC1N(CCCC1)CCCO (3-(2-methyl-piperidin-1-yl)-propan-1-ol), CC(C)(C)OC(=O)/N=N/C(=O)OC(C)(C)C (di-tert-butylazodicarboxylate), C(Cl)Cl (DCM). Conditions: time 2 hour. Product: N.C(Cl)Cl (ammonia DCM), CC1N(CCCC1)CCCOC1=CC=C(C=C1)CN1CCCCC1 (2-Methyl-1-[3-(4-piperidin-1-ylmethyl-phenoxy)-propyl]-piperidine). The yield is 2.5%. Reaction SMILES: [N:1]1([CH2:7][C:8]2[CH:13]=[CH:12][C:11]([OH:14])=[CH:10][CH:9]=2)[CH2:6][CH2:5][CH2:4][CH2:3][CH2:2]1.[CH3:15][CH:16]1[CH2:21][CH2:20][CH2:19][CH2:18][N:17]1[CH2:22][CH2:23][CH2:24]O.C1(P(C2C=CC=CC=2)C2C=CC=CC=2)C=CC=CC=1.CC(OC(/N=N/C(OC(C)(C)C)=O)=O)(C)C.[CH2:61]([Cl:63])[Cl:62]>>[NH3:1].[CH2:61]([Cl:63])[Cl:62].[CH3:15][CH:16]1[CH2:21][CH2:20][CH2:19][CH2:18][N:17]1[CH2:22][CH2:23][CH2:24][O:14][C:11]1[CH:10]=[CH:9][C:8]([CH2:7][N:1]2[CH2:6][CH2:5][CH2:4][CH2:3][CH2:2]2)=[CH:13][CH:12]=1 |f:5.6|. Procedure: A suspension of the product of Example 17 (176 mg), 3-(2-methyl-piperidin-1-yl)-propan-1-ol (145 mg), and polymer supported triphenylphosphine (613 mg; loading: 3 mmol/g) in DCM (5 mL) was treated with di-tert-butylazodicarboxylate (316 mg). After 2 h, the resulting mixture was filtered, and the filtrate was evaporated. Chromatography of the residue (2.5% 2 M methanolic ammonia/DCM) gave the title compound as a colorless oil (60 mg). 1H NMR (400 MHz, CDCl3): 7.20 (d, J=8.6 Hz, 2H), 6.83 (d, J=8.... Starting materials: Brc1cnc(NC2CCC2)c2ncnn12, CC1(C)OB(c2coc(C(N)=O)c2)OC1(C)C, [Na+], [Na+], O=C([O-])[O-], C1COCCO1, [Pd], [Pd], [Pd], [Pd], c1ccc(P(c2ccccc2)c2ccccc2)cc1. Yields the product NC(=O)c1cc(-c2cnc(NC3CCC3)c3ncnn23)co1. As a reaction SMILES: [Br:1][c:2]1[cH:3][n:4][c:5]([NH:11][CH:12]2[CH2:13][CH2:14][CH2:15]2)[c:6]2[n:7]1[n:8][cH:9][n:10]2.[CH3:16][C:17]1([CH3:18])[C:19]([CH3:20])([CH3:21])[O:22][B:23]([c:24]2[cH:25][c:26]([C:29](=[O:30])[NH2:31])[o:27][cH:28]2)[O:32]1.[Na+:33].[Na+:34].[O-:35][C:36](=[O:37])[O-:38].[O:62]1[CH2:63][CH2:64][O:65][CH2:66][CH2:67]1.[Pd:58].[Pd:59].[Pd:60].[Pd:61].[c:39]1([P:40]([c:41]2[cH:42][cH:43][cH:44][cH:45][cH:46]2)[c:47]2[cH:48][cH:49][cH:50][cH:51][cH:52]2)[cH:53][cH:54][cH:55][cH:56][cH:57]1>>[c:2]1(-[c:24]2[cH:25][c:26]([C:29](=[O:30])[NH2:31])[o:27][cH:28]2)[cH:3][n:4][c:5]([NH:11][CH:12]2[CH2:13][CH2:14][CH2:15]2)[c:6]2[n:7]1[n:8][cH:9][n:10]2. Product: C[Si](C)(C)CCN1C(=O)CN(c2ccc(CCC(=O)O)cc2OCc2ccccc2)S1(=O)=O. RXN SMILES: [C:1]([CH3:2])([CH3:3])([CH3:4])[O:5][C:6]([CH2:7][CH2:8][c:9]1[cH:10][c:11]([O:29][CH2:30][c:31]2[cH:32][cH:33][cH:34][cH:35][cH:36]2)[c:12]([N:15]2[S:16](=[O:27])(=[O:28])[N:17]([CH2:21][CH2:22][Si:23]([CH3:24])([CH3:25])[CH3:26])[C:18](=[O:20])[CH2:19]2)[cH:13][cH:14]1)=[O:37].[CH2:45]([Cl:46])[Cl:47].[F:38][C:39]([F:40])([F:41])[C:42]([OH:43])=[O:44]>>[O:5]=[C:6]([CH2:7][CH2:8][c:9]1[cH:10][c:11]([O:29][CH2:30][c:31]2[cH:32][cH:33][cH:34][cH:35][cH:36]2)[c:12]([N:15]2[S:16](=[O:27])(=[O:28])[N:17]([CH2:21][CH2:22][Si:23]([CH3:24])([CH3:25])[CH3:26])[C:18](=[O:20])[CH2:19]2)[cH:13][cH:14]1)[OH:37]. Starting materials: CC(C)(C)OC(=O)CCc1ccc(N2CC(=O)N(CC[Si](C)(C)C)S2(=O)=O)c(OCc2ccccc2)c1, ClCCl, O=C(O)C(F)(F)F. Starting materials: solution, COC=1C=C(C(=O)O)C=CC1C (3-methoxy-4-methylbenzoic acid), O (water). Run in O1CCCC1 (tetrahydrofuran), O1CCCC1 (tetrahydrofuran). Yields the product COC=1C=C(CO)C=CC1C (3-methoxy-4-methylbenzyl alcohol). Isolated yield 83.0%. As a reaction SMILES: [CH3:1][O:2][C:3]1[CH:4]=[C:5]([CH:9]=[CH:10][C:11]=1[CH3:12])[C:6](O)=[O:7].O>O1CCCC1>[CH3:1][O:2][C:3]1[CH:4]=[C:5]([CH:9]=[CH:10][C:11]=1[CH3:12])[CH2:6][OH:7]. Procedure: Into a solution of 10.0 g of 3-methoxy-4-methylbenzoic acid in 100 ml of dried tetrahydrofuran, while being cooled in ice and stirred under a nitrogen stream, was added dropwise over a period of 15 minutes 80 ml of a 1M solution of borane-tetrahydrofuran complex in tetrahydrofuran. The mixture was then stirred at room temperature for 3 hours. After addition of 10 ml of water, the reaction mixture was stripped of the solvent by distillation. The residue was dissolved in ether, washed with saturat... The reactants are CN1C2CCC1CC(=O)C2 (tropinone), ClC(=O)OCCCl (chloroethyl chloroformate). Run in C(Cl)(Cl)Cl (chloroform). Reaction conditions: time 6 hour. Yields the product C12CC(CC(CC1)N2)=O (8-Aza-bicyclo[3.2.1]octan-3-one). Reaction SMILES: C[N:2]1[CH:6]2[CH2:7][C:8]([CH2:10][CH:3]1[CH2:4][CH2:5]2)=[O:9].ClC(OCCCl)=O>C(Cl)(Cl)Cl>[CH:3]12[NH:2][CH:6]([CH2:5][CH2:4]1)[CH2:7][C:8](=[O:9])[CH2:10]2. Procedure details: 25 g of tropinone was dissolved in 100 mL of chloroform, and 50 mL of chloroethyl chloroformate was added thereto, and stirred at room temperature for 6 hours. The reaction liquid was concentrated, and 100 mL of methanol was added thereto, and heated overnight under reflux. The reaction liquid was cooled to room temperature, and concentrated to obtain a crude product of the entitled compound.